This data is from the Open Reaction Database (ORD), a public repository of structured organic reaction records. The task is: describe an organic reaction: reactants, conditions, products, and yield The reactants are [Cl-].N[N+]1=CC=CC=C1 (N-amino-pyridinium chloride), C(#N)C1=NC=CC=C1 (2-cyanopyridine), [OH-].[Na+] (sodium hydroxide). Solvent: C(C)O (ethanol), O (water). Reaction conditions: time 72 hour. Yields the product N1=C(C=CC=C1)C1=NN2C(C=CC=C2)=N1 (2-(2-pyridyl)-s-triazolo[1,5-a]pyridine). The yield is 36.5%. RXN SMILES: [Cl-].[NH2:2][N+:3]1[CH:8]=[CH:7][CH:6]=[CH:5][CH:4]=1.[C:9]([C:11]1[CH:16]=[CH:15][CH:14]=[CH:13][N:12]=1)#[N:10].[OH-].[Na+]>C(O)C.O>[N:12]1[CH:13]=[CH:14][CH:15]=[CH:16][C:11]=1[C:9]1[N:10]=[C:4]2[CH:5]=[CH:6][CH:7]=[CH:8][N:3]2[N:2]=1 |f:0.1,3.4|. Procedure: To a stirred and cooled solution of N-amino-pyridinium chloride (26.1 g) and 2-cyanopyridine (31.2 g) in ethanol (100 ml) was added a solution of sodium hydroxide (8.0 g) in water (50 ml) over a period of one hour. The mixture was then left at room temperature for 72 hours, after which time the ethanol was removed in vacuo and the residue extracted with chloroform. The chloroform extract was dried and evaporated. The residue, on recrystallisation from acetone, yielded 14.3 g of 2-(2-pyridyl)-s-t... Reactants: CCCCCCCS, Cc1ccc(S(=O)(=O)OCc2nc3ccccc3c(OCc3ccccc3)c2C)cc1, CO, C[O-], [Na+]. The product is CCCCCCCSCc1nc2ccccc2c(OCc2ccccc2)c1C. As a reaction SMILES: [CH2:1]([CH2:2][CH2:3][CH2:4][CH2:5][CH2:6][CH3:7])[SH:8].[CH2:9]([c:10]1[cH:11][cH:12][cH:13][cH:14][cH:15]1)[O:16][c:17]1[c:18]([CH3:39])[c:19]([CH2:27][O:28][S:29]([c:30]2[cH:31][cH:32][c:33]([CH3:34])[cH:35][cH:36]2)(=[O:37])=[O:38])[n:20][c:21]2[cH:22][cH:23][cH:24][cH:25][c:26]12.[CH3:40][OH:41].[CH3:42][O-:43].[Na+:44]>>[CH2:1]([CH2:2][CH2:3][CH2:4][CH2:5][CH2:6][CH3:7])[S:8][CH2:27][c:19]1[c:18]([CH3:39])[c:17]([O:16][CH2:9][c:10]2[cH:11][cH:12][cH:13][cH:14][cH:15]2)[c:26]2[c:21]([n:20]1)[cH:22][cH:23][cH:24][cH:25]2. Reactants: CCN=C=NCCCN(C)C.Cl (EDCI.HCl), CCN(C(C)C)C(C)C (DIPEA), C1(=CC=C(C=C1)NC(CC(=O)O)=O)C1=CC=CC=C1 (N-biphenyl-4-yl-malonamic acid), C=1C=CC2=C(C1)N=NN2O (HOBt), Cl.N1CCC(CC1)OC=1C=C(C#N)C=CC1 (3-(piperidin-4-yloxy)-benzonitrile hydrochloride). Run in O (water), CN(C)C=O (DMF). Conditions: time 2 minute. Product: C1(=CC=C(C=C1)NC(CC(=O)N1CCC(CC1)OC1=CC(=CC=C1)C#N)=O)C1=CC=CC=C1 (N-biphenyl-4-yl-3-[4-(3-cyano-phenoxy)-piperidin-1-yl]-3-oxo-propionamide). Yield: 20.5%. Reaction SMILES: CCN(C(C)C)C(C)C.[C:10]1([C:23]2[CH:28]=[CH:27][CH:26]=[CH:25][CH:24]=2)[CH:15]=[CH:14][C:13]([NH:16][C:17](=[O:22])[CH2:18][C:19]([OH:21])=O)=[CH:12][CH:11]=1.C1C=CC2N(O)N=NC=2C=1.CCN=C=NCCCN(C)C.Cl.Cl.[NH:52]1[CH2:57][CH2:56][CH:55]([O:58][C:59]2[CH:60]=[C:61]([CH:64]=[CH:65][CH:66]=2)[C:62]#[N:63])[CH2:54][CH2:53]1>CN(C=O)C.O>[C:10]1([C:23]2[CH:28]=[CH:27][CH:26]=[CH:25][CH:24]=2)[CH:11]=[CH:12][C:13]([NH:16][C:17](=[O:22])[CH2:18][C:19]([N:52]2[CH2:53][CH2:54][CH:55]([O:58][C:59]3[CH:66]=[CH:65][CH:64]=[C:61]([C:62]#[N:63])[CH:60]=3)[CH2:56][CH2:57]2)=[O:21])=[CH:14][CH:15]=1 |f:3.4,5.6|. Procedure: DIPEA (135 mg, 11.0 mmol) was added to a stirred solution of N-biphenyl-4-yl-malonamic acid (64 mg, 0.3 mmol) in DMF (2.0 mL) followed by HOBt (61 mg, 0.45 mmol) and EDCI.HCl (85 mg, 0.45 mmol). After 2 minutes of stirring, 3-(piperidin-4-yloxy)-benzonitrile hydrochloride (60 mg, 0.3 mmol) (prepared according to Step 1 and 5 of the General Scheme) was added and stirring was continued at ambient temperature overnight. The reaction mixture was diluted with water, extracted with ethylacetate, washe...